The task is: describe an organic reaction: reactants, conditions, products, and yield. This data is from the Open Reaction Database (ORD), a public repository of structured organic reaction records. Starting materials: COCC(=O)O, COc1cc(OCC2CC(O)CN2)c2c(Nc3ccc(F)c(Cl)c3)ncnc2c1. Product: COCC(=O)N1CC(O)CC1COc1cc(OC)cc2ncnc(Nc3ccc(F)c(Cl)c3)c12. Reaction SMILES: [CH3:30][O:31][CH2:32][C:33](=[O:34])[OH:35].[Cl:1][c:2]1[cH:3][c:4]([NH:5][c:6]2[n:7][cH:8][n:9][c:10]3[cH:11][c:12]([O:24][CH3:25])[cH:13][c:14]([O:16][CH2:17][CH:18]4[CH2:19][CH:20]([OH:23])[CH2:21][NH:22]4)[c:15]23)[cH:26][cH:27][c:28]1[F:29]>>[Cl:1][c:2]1[cH:3][c:4]([NH:5][c:6]2[n:7][cH:8][n:9][c:10]3[cH:11][c:12]([O:24][CH3:25])[cH:13][c:14]([O:16][CH2:17][CH:18]4[CH2:19][CH:20]([OH:23])[CH2:21][N:22]4[C:33]([CH2:32][O:31][CH3:30])=[O:34])[c:15]23)[cH:26][cH:27][c:28]1[F:29]. The reactants are CCOC(OCC)C(N)=O, Cc1ccccc1, O=P12OP3(=O)OP(=O)(O1)OP(=O)(O2)O3. The product is CCOC(C#N)OCC. RXN SMILES: [CH2:1]([CH3:2])[O:3][CH:4]([C:5](=[O:6])[NH2:7])[O:8][CH2:9][CH3:10].[CH3:25][c:26]1[cH:27][cH:28][cH:29][cH:30][cH:31]1.[O:11]=[P:12]12[O:13][P:14]3(=[O:24])[O:15][P:16](=[O:22])([O:17][P:18](=[O:21])([O:19]3)[O:20]1)[O:23]2>>[CH2:1]([CH3:2])[O:3][CH:4]([C:5]#[N:7])[O:8][CH2:9][CH3:10]. Starting materials: CNCCNC (N1,N2-dimethylethane-1,2-diamine), BrC=1C=CC(=C(C1)[C@]1(N=C(COC1)N)C(F)F)F ((R)-5-(5-bromo-2-fluoro-phenyl)-5-difluoromethyl-5,6-dihydro-2H-[1,4]oxazin-3-ylamine), C(#N)C=1C=C(C(=NC1)C(=O)N)C (5-cyano-3-methyl-pyridine-2-carboxylic acid amide), [O-]P(=O)([O-])[O-].[K+].[K+].[K+] (K3PO4). Reagents/catalysts: [Cu]I (CuI). Solvent: O1CCOCC1 (dioxane). Reaction conditions: temperature 23 celsius, time 23 hour. Yields the product NC1=N[C@](COC1)(C(F)F)C=1C=C(C=CC1F)NC(=O)C1=NC=C(C=C1C)C#N (5-Cyano-3-methyl-pyridine-2-carboxylic acid [3-((R)-5-amino-3-difluoromethyl-3,6-dihydro-2H-[1,4]oxazin-3-yl)-4-fluoro-phenyl]-amide). Isolated yield 48.1%. Reaction SMILES: Br[C:2]1[CH:3]=[CH:4][C:5]([F:18])=[C:6]([C@:8]2([CH:15]([F:17])[F:16])[CH2:13][O:12][CH2:11][C:10]([NH2:14])=[N:9]2)[CH:7]=1.[C:19]([C:21]1[CH:22]=[C:23]([CH3:30])[C:24]([C:27]([NH2:29])=[O:28])=[N:25][CH:26]=1)#[N:20].[O-]P([O-])([O-])=O.[K+].[K+].[K+].CNCCNC>[Cu]I.O1CCOCC1>[NH2:14][C:10]1[CH2:11][O:12][CH2:13][C@:8]([C:6]2[CH:7]=[C:2]([NH:29][C:27]([C:24]3[C:23]([CH3:30])=[CH:22][C:21]([C:19]#[N:20])=[CH:26][N:25]=3)=[O:28])[CH:3]=[CH:4][C:5]=2[F:18])([CH:15]([F:17])[F:16])[N:9]=1 |f:2.3.4.5|. Reported procedure: 50 mg of (R)-5-(5-bromo-2-fluoro-phenyl)-5-difluoromethyl-5,6-dihydro-2H-[1,4]oxazin-3-ylamine, 30 mg of 5-cyano-3-methyl-pyridine-2-carboxylic acid amide, 3.0 mg CuI and 65 mg K3PO4 was charged to the reactor under N2 atomosphere. 1.0 ml of dioxane was added. Followed by 3.0 mg of N1,N2-dimethylethane-1,2-diamine. The resulting reaction mixture was heated to reflux and hold for 23 h. Cooled down to 23° C. then dilute with 15 ml IPAc. The organic phase was washed with water (5 ml×2), concentrate... Starting materials: [C-]#N.[Na+] (sodium cyanide), N1=CC=CC=C1 (pyridine), NC=1C(=C(C=CC1)C(F)(F)F)Br (3-Amino-2-bromobenzotrifluoride), cuprous cyanide, N1=CC=CC=C1 (pyridine), O (water). Solvent: C1=CC=CC=C1 (benzene). Yields the product C(#N)C1=C(N)C=CC=C1C(F)(F)F (2-cyano-3-trifluoromethylaniline). Reaction SMILES: [N:1]1C=CC=C[CH:2]=1.[NH2:7][C:8]1[C:9](Br)=[C:10]([C:14]([F:17])([F:16])[F:15])[CH:11]=[CH:12][CH:13]=1.[C-]#N.[Na+].O>C1C=CC=CC=1>[C:2]([C:9]1[C:10]([C:14]([F:17])([F:16])[F:15])=[CH:11][CH:12]=[CH:13][C:8]=1[NH2:7])#[N:1] |f:2.3|. Procedure: To 21 g. of dry pyridine is added slowly with stirring 23 g. (0.26 mol.) of cuprous cyanide. The mixture rapidly solidifies and is then heated to 125°. Excess pyridine is boiled off and the temperature is decreased to 110°. 3-Amino-2-bromobenzotrifluoride (48 g., 0.20 mol.) is added with stirring and the reaction mixture is heated to 165°-170° for 75 minutes. The mixture is then cooled to 90° and a solution of 75 g. (1.05 mol.) of sodium cyanide in 75 ml. of water is added followed by 250 ml. of... Reactants: CC(C)(C)C(=O)NCC(=O)OCCl, CC(C)=O, [I-], [Na+]. Product: CC(C)(C)C(=O)NCC(=O)OCI. As a reaction SMILES: [C:3]([C:4]([CH3:5])([CH3:6])[CH3:7])(=[O:8])[NH:9][CH2:10][C:11](=[O:12])[O:13][CH2:14][Cl:15].[CH3:16][C:17](=[O:18])[CH3:19].[I-:2].[Na+:1]>>[I:2][CH2:14][O:13][C:11]([CH2:10][NH:9][C:3]([C:4]([CH3:5])([CH3:6])[CH3:7])=[O:8])=[O:12]. Starting materials: N[C@H](C(=O)O)CCCC(=O)O ((S)-2-amino-hexanedioic acid), C(C)(=O)O (acetic acid), amino acid. The solvent is O (water). Yields the product O=C1CCC[C@H](N1)C(=O)O ((S)-6-Oxo-piperidine-2-carboxylic acid). Yield: 45.0%. As a reaction SMILES: [NH2:1][C@@H:2]([CH2:6][CH2:7][CH2:8][C:9]([OH:11])=O)[C:3]([OH:5])=[O:4].C(O)(=O)C>O>[O:11]=[C:9]1[NH:1][C@H:2]([C:3]([OH:5])=[O:4])[CH2:6][CH2:7][CH2:8]1. Reported procedure: A mixture of (S)-2-amino-hexanedioic acid (50 g, 310.25 mmol), acetic acid (100 mL), and water (400 mL) water was refluxed for 3 h. The unchanged starting amino acid was filtered off (24 g) and the filtrate evaporated, dissolved in hot water (50 mL) and then cooled. A crystalline precipitate formed which was filtered to provide the title intermediate (20 g, 45% yield). Starting materials: CC1(C)OC(c2ccc(S(C)(=O)=O)cc2)=C(Br)C1=O, CCO, OB(O)c1ccc(F)c(Cl)c1, [Na+], [Na+], O=C([O-])[O-], c1ccccc1, c1ccc(P(c2ccccc2)(c2ccccc2)[Pd](P(c2ccccc2)(c2ccccc2)c2ccccc2)(P(c2ccccc2)(c2ccccc2)c2ccccc2)P(c2ccccc2)(c2ccccc2)c2ccccc2)cc1. Product: CC1(C)OC(c2ccc(S(C)(=O)=O)cc2)=C(c2ccc(F)c(Cl)c2)C1=O. Reaction SMILES: [Br:1][C:2]1=[C:6]([c:7]2[cH:8][cH:9][c:10]([S:13](=[O:14])(=[O:15])[CH3:16])[cH:11][cH:12]2)[O:5][C:4]([CH3:17])([CH3:18])[C:3]1=[O:19].[CH3:43][CH2:44][OH:45].[Cl:26][c:27]1[cH:28][c:29]([B:34]([OH:35])[OH:36])[cH:30][cH:31][c:32]1[F:33].[Na+:20].[Na+:21].[O-:22][C:23](=[O:24])[O-:25].[cH:37]1[cH:38][cH:39][cH:40][cH:41][cH:42]1.[cH:46]1[cH:47][cH:48][c:49]([P:50]([Pd:51]([P:52]([c:53]2[cH:54][cH:55][cH:56][cH:57][cH:58]2)([c:59]2[cH:60][cH:61][cH:62][cH:63][cH:64]2)[c:65]2[cH:66][cH:67][cH:68][cH:69][cH:70]2)([P:71]([c:72]2[cH:73][cH:74][cH:75][cH:76][cH:77]2)([c:78]2[cH:79][cH:80][cH:81][cH:82][cH:83]2)[c:84]2[cH:85][cH:86][cH:87][cH:88][cH:89]2)[P:90]([c:91]2[cH:92][cH:93][cH:94][cH:95][cH:96]2)([c:97]2[cH:98][cH:99][cH:100][cH:101][cH:102]2)[c:103]2[cH:104][cH:105][cH:106][cH:107][cH:108]2)([c:109]2[cH:110][cH:111][cH:112][cH:113][cH:114]2)[c:115]2[cH:116][cH:117][cH:118][cH:119][cH:120]2)[cH:121][cH:122]1>>[C:2]1([c:29]2[cH:28][c:27]([Cl:26])[c:32]([F:33])[cH:31][cH:30]2)=[C:6]([c:7]2[cH:8][cH:9][c:10]([S:13](=[O:14])(=[O:15])[CH3:16])[cH:11][cH:12]2)[O:5][C:4]([CH3:17])([CH3:18])[C:3]1=[O:19]. Reactants: C(C1=CC=CC=C1)Br (benzyl bromide), OCC=1OC(=CC(C1OCC1=CC=CC=C1)=O)C (2-hydroxymethyl-3-benzyloxy-6-methyl-pyran-4(1H)-one), OC(C)C=1OC(=CC(C1O)=O)C (2-(1-hydroxyethyl)-3-hydroxy-6-methyl-pyran-4(1H)-one). The product is OC(C)C=1OC(=CC(C1OCC1=CC=CC=C1)=O)C (2-(1-Hydroxyethyl)-3-benzyloxy-6-methyl-pyran-4(1H)-one), product. The yield is 77.7%. As a reaction SMILES: [OH:1][CH2:2][C:3]1[O:4][C:5]([CH3:18])=[CH:6][C:7](=[O:17])[C:8]=1[O:9][CH2:10][C:11]1[CH:16]=[CH:15][CH:14]=[CH:13][CH:12]=1.O[CH:20](C1OC(C)=CC(=O)C=1O)C.C(Br)C1C=CC=CC=1>>[OH:1][CH:2]([C:3]1[O:4][C:5]([CH3:18])=[CH:6][C:7](=[O:17])[C:8]=1[O:9][CH2:10][C:11]1[CH:16]=[CH:15][CH:14]=[CH:13][CH:12]=1)[CH3:20]. Reported procedure: The title compound was prepared by the method outlined for 2-hydroxymethyl-3-benzyloxy-6-methyl-pyran-4(1H)-one, using 8.5 g (50 mmol, 1 eq.) of 2-(1-hydroxyethyl)-3-hydroxy-6-methyl-pyran-4(1H)-one and 9.5 g benzyl bromide (55 mmol, 1.1 eq.) to yield the pure product 10.1 g (77.7%) after recrystallisation from CH2Cl2/Pet. ether 40/60, as a white crystalline solid. m.p 91-92° C. Starting materials: C1(CCCCC1)=O (cyclohexanone), N1CC(C1)NC(CNC1=NC=NC2=CC=C(C=C12)C(F)(F)F)=O (N-(azetidin-3-yl)-2-((6-(trifluoromethyl)quinazolin-4-yl)amino)acetamide), [BH-](OC(=O)C)(OC(=O)C)OC(=O)C.[Na+] (NaBH(OAc)3). The product is C1(CCCCC1)N1CC(C1)NC(CNC1=NC=NC2=CC=C(C=C12)C(F)(F)F)=O (N-(1-cyclohexylazetidin-3-yl)-2-((6-(trifluoromethyl)quinazolin-4-yl)amino)acetamide). As a reaction SMILES: [C:1]1(=O)[CH2:6][CH2:5][CH2:4][CH2:3][CH2:2]1.[NH:8]1[CH2:11][CH:10]([NH:12][C:13](=[O:30])[CH2:14][NH:15][C:16]2[C:25]3[C:20](=[CH:21][CH:22]=[C:23]([C:26]([F:29])([F:28])[F:27])[CH:24]=3)[N:19]=[CH:18][N:17]=2)[CH2:9]1.[BH-](OC(C)=O)(OC(C)=O)OC(C)=O.[Na+]>>[CH:1]1([N:8]2[CH2:9][CH:10]([NH:12][C:13](=[O:30])[CH2:14][NH:15][C:16]3[C:25]4[C:20](=[CH:21][CH:22]=[C:23]([C:26]([F:27])([F:29])[F:28])[CH:24]=4)[N:19]=[CH:18][N:17]=3)[CH2:11]2)[CH2:6][CH2:5][CH2:4][CH2:3][CH2:2]1 |f:2.3|. Procedure details: Reaction of cyclohexanone with N-(azetidin-3-yl)-2-((6-(trifluoromethyl)quinazolin-4-yl)amino)acetamide (as prepared in Example 1 Step G) in the presence of TEA and NaBH(OAc)3 as described in Example 1, Step H afforded the product.